This data is from the Open Reaction Database (ORD), a public repository of structured organic reaction records. The task is: describe an organic reaction: reactants, conditions, products, and yield Reactants: C[N+](C)(C)Cc1ccccc1, CO, [Ca+2], ClCCl, O=I(=O)Cl, O=I(=O)Cl, Cc1cc(N)cc(C)n1, O=C([O-])[O-]. Yields the product Cc1cc(N)c(I)c(C)n1. Reaction SMILES: [CH2:9]([N+:10]([CH3:11])([CH3:12])[CH3:13])[c:14]1[cH:15][cH:16][cH:17][cH:18][cH:19]1.[CH3:34][OH:35].[Ca+2:29].[Cl:36][CH2:37][Cl:38].[I:1]([Cl:2])(=[O:3])=[O:4].[I:5]([Cl:6])(=[O:7])=[O:8].[NH2:20][c:21]1[cH:22][c:23]([CH3:28])[n:24][c:25]([CH3:27])[cH:26]1.[O-:30][C:31](=[O:32])[O-:33]>>[I:5][c:22]1[c:21]([NH2:20])[cH:26][c:25]([CH3:27])[n:24][c:23]1[CH3:28]. Starting materials: ClC1=CC=C(C=N1)OC1CCN(CC1)C(=O)OC(C)(C)C (tert-butyl 4-((6-chloropyridin-3-yl)oxy)piperidine-1-carboxylate), O=C1N(CCC1)C=1C=C2C=CN(C2=CC1)C(=O)OC(C)(C)C (tert-butyl 5-(2-oxopyrrolidin-1-yl)-1H-indole-1-carboxylate). Yields the product C(C)(C)(C)OC(=O)N1CCC(CC1)OC=1C=NC(=CC1)N1C=CC2=CC(=CC=C12)N1C(CCC1)=O (tert-Butyl-4-((6-(5-(2-oxopyrrolidin-1-yl)-1H-indol-1-yl)pyridin-3-yl) oxy)piperidine-1-carboxylate). Reaction SMILES: Cl[C:2]1[N:7]=[CH:6][C:5]([O:8][CH:9]2[CH2:14][CH2:13][N:12]([C:15]([O:17][C:18]([CH3:21])([CH3:20])[CH3:19])=[O:16])[CH2:11][CH2:10]2)=[CH:4][CH:3]=1.[O:22]=[C:23]1[CH2:27][CH2:26][CH2:25][N:24]1[C:28]1[CH:29]=[C:30]2[C:34](=[CH:35][CH:36]=1)[N:33](C(OC(C)(C)C)=O)[CH:32]=[CH:31]2>>[C:18]([O:17][C:15]([N:12]1[CH2:13][CH2:14][CH:9]([O:8][C:5]2[CH:6]=[N:7][C:2]([N:33]3[C:34]4[C:30](=[CH:29][C:28]([N:24]5[CH2:25][CH2:26][CH2:27][C:23]5=[O:22])=[CH:36][CH:35]=4)[CH:31]=[CH:32]3)=[CH:3][CH:4]=2)[CH2:10][CH2:11]1)=[O:16])([CH3:21])([CH3:20])[CH3:19]. Procedure details: The title compound was prepared by following the similar procedure as described in Example-1 using tert-butyl 4-((6-chloropyridin-3-yl)oxy)piperidine-1-carboxylate (intermediate-6) and tert-butyl 5-(2-oxopyrrolidin-1-yl)-1H-indole-1-carboxylate (intermediate-27) (0.011 g, 6%). Starting materials: CCCN1CCC(O)N(c2nnc(SC)s2)C1=O, C=CCOC(=O)Cl, c1ccncc1. Yields the product C=CCOC(=O)OC1CCN(CCC)C(=O)N1c1nnc(SC)s1. Reaction SMILES: [CH3:1][S:2][c:3]1[n:4][n:5][c:6]([N:8]2[C:9](=[O:18])[N:10]([CH2:15][CH2:16][CH3:17])[CH2:11][CH2:12][CH:13]2[OH:14])[s:7]1.[Cl:19][C:20](=[O:21])[O:22][CH2:23][CH:24]=[CH2:25].[cH:26]1[cH:27][cH:28][n:29][cH:30][cH:31]1>>[CH3:1][S:2][c:3]1[n:4][n:5][c:6]([N:8]2[C:9](=[O:18])[N:10]([CH2:15][CH2:16][CH3:17])[CH2:11][CH2:12][CH:13]2[O:14][C:20](=[O:21])[O:22][CH2:23][CH:24]=[CH2:25])[s:7]1. The reactants are CCOC(C)=O, CC(C)(C)OC(=O)NC1CC=CCC1, C1CCCCC1, CI. The product is CN(C(=O)OC(C)(C)C)C1CC=CCC1. Reaction SMILES: [C:17]([O:18][CH2:19][CH3:20])(=[O:21])[CH3:22].[C:1]([CH3:2])([CH3:3])([CH3:4])[O:5][C:6]([NH:7][CH:8]1[CH2:9][CH:10]=[CH:11][CH2:12][CH2:13]1)=[O:14].[CH2:23]1[CH2:24][CH2:25][CH2:26][CH2:27][CH2:28]1.[CH3:15][I:16]>>[C:1]([CH3:2])([CH3:3])([CH3:4])[O:5][C:6]([N:7]([CH:8]1[CH2:9][CH:10]=[CH:11][CH2:12][CH2:13]1)[CH3:15])=[O:14]. Starting materials: FC(C1CCC(CC1)N)(F)F (4-trifluoromethyl cyclohexyl amine), ClC1=CC=C2C(=CC=NC2=C1)N1CCNCC1 (7-chloro-4-(piperazin-1-yl)quinoline), ClC(=O)OC1=CC=C(C=C1)[N+](=O)[O-] (4-nitrophenyl chloroformate), C(C)(C)N(CC)C(C)C (diisopropyl(ethyl)amine). Run in C(Cl)Cl.CO (CH2Cl2 MeOH). Yields the product ClC1=CC=C2C(=CC=NC2=C1)N1CCN(CC1)C(=O)NC1CCC(CC1)C(F)(F)F (4-(7-Chloro-4-quinolinyl)-N-[4-(trifluoromethyl)cyclohexyl]-1-piperazinecarboxamide). Reaction SMILES: [F:1][C:2]([F:11])([F:10])[CH:3]1[CH2:8][CH2:7][CH:6]([NH2:9])[CH2:5][CH2:4]1.Cl[C:13](OC1C=CC([N+]([O-])=O)=CC=1)=[O:14].C(N(C(C)C)CC)(C)C.[Cl:34][C:35]1[CH:44]=[C:43]2[C:38]([C:39]([N:45]3[CH2:50][CH2:49][NH:48][CH2:47][CH2:46]3)=[CH:40][CH:41]=[N:42]2)=[CH:37][CH:36]=1>C(Cl)Cl.CO>[Cl:34][C:35]1[CH:44]=[C:43]2[C:38]([C:39]([N:45]3[CH2:50][CH2:49][N:48]([C:13]([NH:9][CH:6]4[CH2:5][CH2:4][CH:3]([C:2]([F:10])([F:11])[F:1])[CH2:8][CH2:7]4)=[O:14])[CH2:47][CH2:46]3)=[CH:40][CH:41]=[N:42]2)=[CH:37][CH:36]=1 |f:4.5|. Procedure details: As described for example 78, 4-trifluoromethyl cyclohexyl amine, 4-nitrophenyl chloroformate, diisopropyl(ethyl)amine, and 7-chloro-4-(piperazin-1-yl)quinoline are reacted to afford the product after flash chromatography with CH2Cl2-MeOH. LC-MS: 441 (M++1). 1H NMR (CDCl3) δ 8.78 (d, 1H), 8.05 (s, 1H), 7.95 (d, 1H), 7.46 (d, 1H), 6.85 (d, 1H), 4.60 (d, 1H), 4.03 (m, 1H), 3.65 (m, 4H), 3.20 (m, 4H), 2.10 (m, 1H), 1.85 (m, 4H), 1.50–1.70 (m, 4H). Reactants: ClC=1C=NC=C(C1CC1=NNCC2=CC(=CC=C12)OC)Cl (4-(3,5-dichloro-pyridin-4-ylmethyl)-7-methoxy-1,2-dihydro-phthalazine), water ice, N#N (N2), C(=O)(N1C=NC=C1)N1C=NC=C1 (1,1′-carbonyldiimidazole), O([Na])C (NaOCH3). Run in CO (CH3OH), CO (CH3OH), C1CCOC1 (THF). Yields the product COC(=O)N1CC2=CC(=CC=C2C(=N1)CC1=C(C=NC=C1Cl)Cl)OC (4-(3,5-Dichloro-pyridin-4-ylmethyl)-7-methoxy-1H-phthalazine-2-carboxylic acid methyl ester). Isolated yield 52.0%. Reaction SMILES: [Cl:1][C:2]1[CH:3]=[N:4][CH:5]=[C:6]([Cl:21])[C:7]=1[CH2:8][C:9]1[C:18]2[C:13](=[CH:14][C:15]([O:19][CH3:20])=[CH:16][CH:17]=2)[CH2:12][NH:11][N:10]=1.N#N.[C:24](N1C=CN=C1)(N1C=CN=C1)=[O:25].[O:36]([CH3:38])[Na]>C1COCC1.CO>[CH3:38][O:36][C:24]([N:11]1[N:10]=[C:9]([CH2:8][C:7]2[C:6]([Cl:21])=[CH:5][N:4]=[CH:3][C:2]=2[Cl:1])[C:18]2[C:13](=[CH:14][C:15]([O:19][CH3:20])=[CH:16][CH:17]=2)[CH2:12]1)=[O:25]. Procedure details: A solution of 4-(3,5-dichloro-pyridin-4-ylmethyl)-7-methoxy-1,2-dihydro-phthalazine (1 g, 3.1 mmoles), prepared as described in example 22, in THF (35 ml), under stirring and dry N2 at room temperature, was added with 1,1′-carbonyldiimidazole (0.55 ml, 3.41 mmoles). The mixture was refluxed for 1 hour. Dry CH3OH (2 ml) was added and the heating went on for further 2.5 hours. The mixture was cooled, poured into water/ice and extracted with CH2Cl2. The organic phases were washed with KHSO4, then w... Starting materials: Cc1cc(Br)cnc1N1CCNCC1, CC1COC(=O)N1c1ccc(C(=O)O)cc1. The product is Cc1cc(Br)cnc1N1CCN(C(=O)c2ccc(N3C(=O)OCC3C)cc2)CC1. Reaction SMILES: [Br:17][c:18]1[cH:19][c:20]([CH3:30])[c:21]([N:24]2[CH2:25][CH2:26][NH:27][CH2:28][CH2:29]2)[n:22][cH:23]1.[CH3:1][CH:2]1[N:3]([c:8]2[cH:9][cH:10][c:11]([C:12](=[O:13])[OH:14])[cH:15][cH:16]2)[C:4](=[O:7])[O:5][CH2:6]1>>[CH3:1][CH:2]1[N:3]([c:8]2[cH:9][cH:10][c:11]([C:12](=[O:14])[N:27]3[CH2:26][CH2:25][N:24]([c:21]4[c:20]([CH3:30])[cH:19][c:18]([Br:17])[cH:23][n:22]4)[CH2:29][CH2:28]3)[cH:15][cH:16]2)[C:4](=[O:7])[O:5][CH2:6]1. The reactants are COC(=O)[C@@H](CC(C(=O)O)C(=O)O)[C@@H](CC)C ((3S, 4R)-3-methoxycarbonyl-4-methylhexane dicarboxylic acid), C(C)(=O)[O-].[Na+] (sodium acetate), C(C)(=O)OC(C)=O (acetic anhydride). Run at time 1 hour. Yields the product COC(=O)[C@H]1CC(C[C@H]1C)=O ((3S, 4R)-3-methoxycarbonyl-4-methylcyclopentanone). Yield: 106.5%. RXN SMILES: [CH3:1][O:2][C:3]([C@H:5]([C@H:14](C)[CH2:15][CH3:16])[CH2:6][CH:7](C(O)=O)C(O)=O)=[O:4].C([O-])(=[O:20])C.[Na+].C(OC(=O)C)(=O)C>>[CH3:1][O:2][C:3]([C@@H:5]1[C@H:6]([CH3:7])[CH2:16][C:15](=[O:20])[CH2:14]1)=[O:4] |f:1.2|. Procedure: 3.8 g of (3S, 4R)-3-methoxycarbonyl-4-methylhexane dicarboxylic acid and 1.1 g of sodium acetate were added to 18 ml of acetic anhydride, and the mixture was refluxed for one hour. The reaction mixture was cooled down to room temperature, and then allowed to stand for one hour at 5° C. The resulting precipitate was filtered off, and the filtrate was concentrated. To the residue was added ethyl acetate, and after the insoluble material was filtered off, the filtrate was concentrated. The residue ...